From a dataset of the Open Reaction Database (ORD), a public repository of structured organic reaction records. describe an organic reaction: reactants, conditions, products, and yield The reactants are C=CCNC(=O)N1CC(OCc2ccc(Cl)cc2)C1, FC(F)(F)c1ccc(COC2CN(C(c3ccccc3)c3ccccc3)C2)cc1. Yields the product C=CCNC(=O)N1CC(OCc2ccc(C(F)(F)F)cc2)C1. Reaction SMILES: [Cl:30][c:31]1[cH:32][cH:33][c:34]([CH2:35][O:36][CH:37]2[CH2:38][N:39]([C:41](=[O:42])[NH:43][CH2:44][CH:45]=[CH2:46])[CH2:40]2)[cH:47][cH:48]1.[F:1][C:2]([c:3]1[cH:4][cH:5][c:6]([CH2:7][O:8][CH:9]2[CH2:10][N:11]([CH:12]([c:13]3[cH:14][cH:15][cH:16][cH:17][cH:18]3)[c:19]3[cH:20][cH:21][cH:22][cH:23][cH:24]3)[CH2:25]2)[cH:26][cH:27]1)([F:28])[F:29]>>[F:1][C:2]([F:28])([F:29])[c:31]1[cH:32][cH:33][c:34]([CH2:35][O:36][CH:37]2[CH2:38][N:39]([C:41](=[O:42])[NH:43][CH2:44][CH:45]=[CH2:46])[CH2:40]2)[cH:47][cH:48]1. The reactants are CC(=O)[O-], CC(=O)[O-], CC(=O)[O-], CC(=O)[O-], ClCCCl, CC(=O)C(=[N+]=[N-])C(=O)OC(C)(C)C, NC(=O)c1ccccc1, [Rh+3], [Rh+3]. Product: CC(=O)C(NC(=O)c1ccccc1)C(=O)OC(C)(C)C. As a reaction SMILES: [C:27]([O-:28])(=[O:29])[CH3:30].[C:31]([O-:32])(=[O:33])[CH3:34].[C:35]([O-:36])(=[O:37])[CH3:38].[C:39]([O-:40])(=[O:41])[CH3:42].[Cl:23][CH2:24][CH2:25][Cl:26].[N+:1](=[N-:2])=[C:3]([C:4](=[O:5])[O:6][C:7]([CH3:8])([CH3:9])[CH3:10])[C:11]([CH3:12])=[O:13].[NH2:14][C:15](=[O:16])[c:17]1[cH:18][cH:19][cH:20][cH:21][cH:22]1.[Rh+3:43].[Rh+3:44]>>[NH:1]([CH:3]([C:4](=[O:5])[O:6][C:7]([CH3:8])([CH3:9])[CH3:10])[C:11]([CH3:12])=[O:13])[C:15](=[O:16])[c:17]1[cH:18][cH:19][cH:20][cH:21][cH:22]1. The reactants are O=C([O-])[O-], CCCc1c(OCCCC(=O)OCC)ccc(C(C)=O)c1OCCOCCOCCOS(C)(=O)=O, CC(C)=O, CN(C)C=O, [K+], [K+], CCCc1c(O)ccc(C(C)=O)c1O. Yields the product CCCc1c(OCCOCCOCCOc2c(C(C)=O)ccc(OCCCC(=O)OCC)c2CCC)ccc(C(C)=O)c1O. As a reaction SMILES: [C:50](=[O:51])([O-:52])[O-:53].[CH2:15]([CH3:16])[O:17][C:18]([CH2:19][CH2:20][CH2:21][O:22][c:23]1[c:24]([CH2:46][CH2:47][CH3:48])[c:25]([O:32][CH2:33][CH2:34][O:35][CH2:36][CH2:37][O:38][CH2:39][CH2:40][O:41][S:42]([CH3:43])(=[O:44])=[O:45])[c:26]([C:29]([CH3:30])=[O:31])[cH:27][cH:28]1)=[O:49].[CH3:56][C:57](=[O:58])[CH3:59].[CH3:60][N:61]([CH3:62])[CH:63]=[O:64].[K+:54].[K+:55].[OH:1][c:2]1[c:3]([C:12]([CH3:13])=[O:14])[cH:4][cH:5][c:6]([OH:11])[c:7]1[CH2:8][CH2:9][CH3:10]>>[OH:1][c:2]1[c:3]([C:12]([CH3:13])=[O:14])[cH:4][cH:5][c:6]([O:41][CH2:40][CH2:39][O:38][CH2:37][CH2:36][O:35][CH2:34][CH2:33][O:32][c:25]2[c:24]([CH2:46][CH2:47][CH3:48])[c:23]([O:22][CH2:21][CH2:20][CH2:19][C:18]([O:17][CH2:15][CH3:16])=[O:49])[cH:28][cH:27][c:26]2[C:29]([CH3:30])=[O:31])[c:7]1[CH2:8][CH2:9][CH3:10]. Reactants: C[O-].[Na+] (sodium methoxide), C1(=CC=CC2=CC=CC=C12)OCCNC1=CC=C(C(=O)O)C=C1 (4-[2-(1-naphthyloxy)ethylamino]benzoic acid). Run in CO (methanol). Product: C1(=CC=CC2=CC=CC=C12)OCCNC1=CC=C(C(=O)[O-])C=C1.[Na+] (Sodium 4-[2-(1-naphthyloxy)ethylamino]benzoate). Reaction SMILES: C[O-].[Na+:3].[C:4]1([O:14][CH2:15][CH2:16][NH:17][C:18]2[CH:26]=[CH:25][C:21]([C:22]([OH:24])=[O:23])=[CH:20][CH:19]=2)[C:13]2[C:8](=[CH:9][CH:10]=[CH:11][CH:12]=2)[CH:7]=[CH:6][CH:5]=1>CO>[C:4]1([O:14][CH2:15][CH2:16][NH:17][C:18]2[CH:19]=[CH:20][C:21]([C:22]([O-:24])=[O:23])=[CH:25][CH:26]=2)[C:13]2[C:8](=[CH:9][CH:10]=[CH:11][CH:12]=2)[CH:7]=[CH:6][CH:5]=1.[Na+:3] |f:0.1,4.5|. Reported procedure: To a solution of 1.42 g. sodium methoxide in 250 ml. methanol is added 8.0 g. of 4-[2-(1-naphthyloxy)ethylamino]benzoic acid. After one-half hour, the mixture is concentrated under vacuum to a solid which is washed with methanol and then CH2Cl2. This solid is immediately dried in a vacuum oven to minimize absorption of moisture from the air. Starting materials: C(C)C1=CC2=C(N(C(NC2=O)=O)CC2=CC=C(C=C2)C=2C(=CC=C(C2)C)C#N)S1 (4′-[(6-ethyl-2,4-dioxo-3,4-dihydrothieno[2,3-d]pyrimidin-1(2H)-yl)methyl]-5-methylbiphenyl-2-carbonitrile), BrCC(=O)C1=CC=C(C=C1)OC (2-bromo-1-(4-methoxyphenyl)ethanone), CN(C=O)C (N,N-dimethylformamide), [H-].[Na+] (sodium hydride). Solvent: C(C)(=O)OCC (ethyl acetate). Run at time 2 hour. Yields the product C(C)C1=CC2=C(N(C(N(C2=O)CC(=O)C2=CC=C(C=C2)OC)=O)CC2=CC=C(C=C2)C=2C(=CC=C(C2)C)C#N)S1 (4′-{[6-ethyl-3-[2-(4-methoxyphenyl)-2-oxoethyl]-2,4-dioxo-3,4-dihydrothieno[2,3-d]pyrimidin-1(2H)-yl]methyl}-5-methylbiphenyl-2-carbonitrile). Isolated yield 43.8%. RXN SMILES: [CH2:1]([C:3]1[S:29][C:6]2[N:7]([CH2:13][C:14]3[CH:19]=[CH:18][C:17]([C:20]4[C:21]([C:27]#[N:28])=[CH:22][CH:23]=[C:24]([CH3:26])[CH:25]=4)=[CH:16][CH:15]=3)[C:8](=[O:12])[NH:9][C:10](=[O:11])[C:5]=2[CH:4]=1)[CH3:2].Br[CH2:31][C:32]([C:34]1[CH:39]=[CH:38][C:37]([O:40][CH3:41])=[CH:36][CH:35]=1)=[O:33].CN(C)C=O.[H-].[Na+]>C(OCC)(=O)C>[CH2:1]([C:3]1[S:29][C:6]2[N:7]([CH2:13][C:14]3[CH:15]=[CH:16][C:17]([C:20]4[C:21]([C:27]#[N:28])=[CH:22][CH:23]=[C:24]([CH3:26])[CH:25]=4)=[CH:18][CH:19]=3)[C:8](=[O:12])[N:9]([CH2:31][C:32]([C:34]3[CH:39]=[CH:38][C:37]([O:40][CH3:41])=[CH:36][CH:35]=3)=[O:33])[C:10](=[O:11])[C:5]=2[CH:4]=1)[CH3:2] |f:3.4|. Procedure: To a mixture of 4′-[(6-ethyl-2,4-dioxo-3,4-dihydrothieno[2,3-d]pyrimidin-1(2H)-yl)methyl]-5-methylbiphenyl-2-carbonitrile (2 g), 2-bromo-1-(4-methoxyphenyl)ethanone (1.4 g) and N,N-dimethylformamide (19 mL) was added 60% sodium hydride (0.3 g), and the mixture was stirred at room temperature for 2 hr. The reaction mixture was diluted with ethyl acetate, washed with 5% potassium hydrogensulfate and then saturated brine, and dried over anhydrous magnesium sulfate. The solvent was evaporated under ... Starting materials: ClCCC1C=2C=CN(C2CCC1)C (4-(2-chloroethyl)-1-methyl-4,5,6,7-tetrahydro-1H-indole), CNCC1=CC=CC=C1 (N-methyl-N-benzylamine), C(=O)([O-])[O-].[K+].[K+] (K2CO3), [Na+].[I-] (NaI). Run in CN(C)C=O (DMF). Product: C(C1=CC=CC=C1)N(CCC1C=2C=CN(C2CCC1)C)C (N-benzyl-N-methyl-2-(1-methyl-4,5,6,7-tetrahydro-1H-indol-4-yl)ethanamine). Yield: 28.0%. RXN SMILES: Cl[CH2:2][CH2:3][CH:4]1[CH2:12][CH2:11][CH2:10][C:9]2[N:8]([CH3:13])[CH:7]=[CH:6][C:5]1=2.[CH3:14][NH:15][CH2:16][C:17]1[CH:22]=[CH:21][CH:20]=[CH:19][CH:18]=1.C([O-])([O-])=O.[K+].[K+].[Na+].[I-]>CN(C=O)C>[CH2:16]([N:15]([CH3:14])[CH2:2][CH2:3][CH:4]1[CH2:12][CH2:11][CH2:10][C:9]2[N:8]([CH3:13])[CH:7]=[CH:6][C:5]1=2)[C:17]1[CH:22]=[CH:21][CH:20]=[CH:19][CH:18]=1 |f:2.3.4,5.6|. Procedure details: A mixture of 4-(2-chloroethyl)-1-methyl-4,5,6,7-tetrahydro-1H-indole (0.1 g, 0.5 mmol), N-methyl-N-benzylamine (0.07 g, 0.5 mmol), K2CO3 (0.20 g, 1.45 mmol) and a catalytic amount of NaI in DMF (5 mL) is heated to 110° C. overnight. The solvent is removed at reduced pressure, diethyl ether is added to the residue and washed with water. The organic phase is dried and evaporated at reduced pressure and the resulting crude is purified by column chromatography, giving N-benzyl-N-methyl-2-(1-methyl-4...